Dataset: the Open Reaction Database (ORD), a public repository of structured organic reaction records. Task: describe an organic reaction: reactants, conditions, products, and yield The reactants are Cl.C1(=CC=CC=C1)S(=O)(=O)C=1C=CC2=C(C1)OCC1NCCC12 (7-(Phenylsulfonyl)-1,2,3,3a,4,9b-hexahydrochromeno[3,4-b]pyrrole hydrochloride), CC(C)=O (propan-2-one), solution, C(#N)[BH3-].[Na+] (sodium cyanoborohydride), C1CCOC1 (THF). Solvent: ClCCCl.CO (DCE MeOH), C(C)(=O)O (acetic acid). Run at time 10 minute. Product: Cl.C1(=CC=CC=C1)S(=O)(=O)C=1C=CC2=C(C1)OCC1N(CCC12)C(C)C (7-(phenylsulfonyl)-3-(propan-2-yl)-1,2,3,3a,4,9b-hexahydrochromeno[3,4-b]pyrrole hydrochloride). Reaction SMILES: [ClH:1].[C:2]1([S:8]([C:11]2[CH:12]=[CH:13][C:14]3[CH:23]4[CH:19]([NH:20][CH2:21][CH2:22]4)[CH2:18][O:17][C:15]=3[CH:16]=2)(=[O:10])=[O:9])[CH:7]=[CH:6][CH:5]=[CH:4][CH:3]=1.[CH3:24][C:25](=O)[CH3:26].C([BH3-])#N.[Na+].C1COCC1>ClCCCl.CO.C(O)(=O)C>[ClH:1].[C:2]1([S:8]([C:11]2[CH:12]=[CH:13][C:14]3[CH:23]4[CH:19]([N:20]([CH:25]([CH3:26])[CH3:24])[CH2:21][CH2:22]4)[CH2:18][O:17][C:15]=3[CH:16]=2)(=[O:10])=[O:9])[CH:3]=[CH:4][CH:5]=[CH:6][CH:7]=1 |f:0.1,3.4,6.7,9.10|. Procedure: 7-(Phenylsulfonyl)-1,2,3,3a,4,9b-hexahydrochromeno[3,4-b]pyrrole hydrochloride (enantiomer 1, Example 55, 20 mg, 0.08 mmol) was dissolved in 500 μL DCE:MeOH (9:1). After 10 min stirring, propan-2-one (7 μL, 1.5 eq), a 1 M solution of sodium cyanoborohydride in THF (0.16 mL, 0.16 mmol) and acetic acid (50 μL) were added sequentially. After stirring for 16 h, the reaction mixture was passed through a plug of silica gel and the solvent was evaporated. The residue was purified by preparative LC/MS u... Reactants: NC=1C=CC(=C(C1)[C@]1(N=C(OC(C1(F)F)(C)C)N)C)F ((R)-4-(5-amino-2-fluoro-phenyl)-5,5-difluoro-4,6,6-trimethyl-5,6-dihydro-4H-[1,3]oxazin-2-ylamine), ClC=1C=C(C(=NC1)C(=O)O)F (5-chloro-3-fluoro-pyridine-2-carboxylic acid). Product: NC=1OC(C([C@@](N1)(C)C=1C=C(C=CC1F)NC(=O)C1=NC=C(C=C1F)Cl)(F)F)(C)C (5-Chloro-3-fluoro-pyridine-2-carboxylic acid [3-((R)-2-amino-5,5-difluoro-4,6,6-trimethyl-5,6-dihydro-4H-[1,3]oxazin-4-yl)-4-fluoro-phenyl]-amide). Reaction SMILES: [NH2:1][C:2]1[CH:3]=[CH:4][C:5]([F:20])=[C:6]([C@:8]2([CH3:19])[C:13]([F:15])([F:14])[C:12]([CH3:17])([CH3:16])[O:11][C:10]([NH2:18])=[N:9]2)[CH:7]=1.[Cl:21][C:22]1[CH:23]=[C:24]([F:31])[C:25]([C:28](O)=[O:29])=[N:26][CH:27]=1>>[NH2:18][C:10]1[O:11][C:12]([CH3:16])([CH3:17])[C:13]([F:14])([F:15])[C@:8]([C:6]2[CH:7]=[C:2]([NH:1][C:28]([C:25]3[C:24]([F:31])=[CH:23][C:22]([Cl:21])=[CH:27][N:26]=3)=[O:29])[CH:3]=[CH:4][C:5]=2[F:20])([CH3:19])[N:9]=1. Procedure details: The condensation of (R)-4-(5-amino-2-fluoro-phenyl)-5,5-difluoro-4,6,6-trimethyl-5,6-dihydro-4H-[1,3]oxazin-2-ylamine (intermediate XI-2) and 5-chloro-3-fluoro-pyridine-2-carboxylic acid following procedure I yielded the title compound as a white foam. MS (ISP): m/z=445.2 [M+H]+, 447.2 [M+2+H]+. Reactants: CCN(C(C)C)C(C)C, CN(C)C=O, COc1cc(C(=O)O)ccc1Nc1ncc2c(n1)N(C1CCCC1)CC(F)(F)C(=O)N2C, NCCCO, O. Yields the product COc1cc(C(=O)NCCCO)ccc1Nc1ncc2c(n1)N(C1CCCC1)CC(F)(F)C(=O)N2C. Reaction SMILES: [CH2:33]([N:34]([CH:35]([CH3:36])[CH3:37])[CH:38]([CH3:39])[CH3:40])[CH3:41].[CH3:47][N:48]([CH3:49])[CH:50]=[O:51].[CH:1]1([N:6]2[c:7]3[c:8]([cH:17][n:18][c:19]([NH:21][c:22]4[c:23]([O:31][CH3:32])[cH:24][c:25]([C:26](=[O:27])[OH:28])[cH:29][cH:30]4)[n:20]3)[N:9]([CH3:16])[C:10](=[O:15])[C:11]([F:13])([F:14])[CH2:12]2)[CH2:2][CH2:3][CH2:4][CH2:5]1.[NH2:42][CH2:43][CH2:44][CH2:45][OH:46].[OH2:52]>>[CH:1]1([N:6]2[c:7]3[c:8]([cH:17][n:18][c:19]([NH:21][c:22]4[c:23]([O:31][CH3:32])[cH:24][c:25]([C:26](=[O:28])[NH:42][CH2:43][CH2:44][CH2:45][OH:46])[cH:29][cH:30]4)[n:20]3)[N:9]([CH3:16])[C:10](=[O:15])[C:11]([F:13])([F:14])[CH2:12]2)[CH2:2][CH2:3][CH2:4][CH2:5]1. Starting materials: C1CCOC1, O=[N+]([O-])c1cccc(OCC2CO2)c1. The product is Nc1cccc(OCC2CO2)c1. Reaction SMILES: [CH2:15]1[O:16][CH2:17][CH2:18][CH2:19]1.[N+:1]([O-:2])(=[O:3])[c:4]1[cH:5][c:6]([O:10][CH2:11][CH:12]2[CH2:13][O:14]2)[cH:7][cH:8][cH:9]1>>[NH2:1][c:4]1[cH:5][c:6]([O:10][CH2:11][CH:12]2[CH2:13][O:14]2)[cH:7][cH:8][cH:9]1. Starting materials: FB(F)F, CCOCC, C=CCc1cnc2c(c1[Si](C)(C)C)CCO2, CN(C)CCN(C)C, B1C2CCCC1CCC2, [Na+], C1CCOC1, C1CCOC1, [OH-], OO. Yields the product C[Si](C)(C)c1c(CCCO)cnc2c1CCO2. As a reaction SMILES: [B:22]([F:23])([F:24])[F:25].[CH2:17]([O:19][CH2:18][CH3:20])[CH3:21].[CH2:1]([CH:2]=[CH2:3])[c:4]1[c:5]([Si:13]([CH3:14])([CH3:15])[CH3:16])[c:6]2[c:7]([n:8][cH:9]1)[O:10][CH2:11][CH2:12]2.[CH3:40][N:41]([CH3:42])[CH2:43][CH2:44][N:45]([CH3:46])[CH3:47].[CH:31]12[BH:32][CH:33]([CH2:34][CH2:35][CH2:36]1)[CH2:37][CH2:38][CH2:39]2.[Na+:51].[O:26]1[CH2:27][CH2:28][CH2:29][CH2:30]1.[O:52]1[CH2:53][CH2:54][CH2:55][CH2:56]1.[OH-:50].[OH:48][OH:49]>>[CH2:1]([CH2:2][CH2:3][OH:19])[c:4]1[c:5]([Si:13]([CH3:14])([CH3:15])[CH3:16])[c:6]2[c:7]([n:8][cH:9]1)[O:10][CH2:11][CH2:12]2. Reactants: C(C1=CC=CC=C1)OCC1=NC(=NC(=C1)C)O[C@H](C(=O)OC)C(C1=CC=CC=C1)(C1=CC=CC=C1)OC ((S)-Methyl 2-(4-(benzyloxymethyl)-6-methylpyrimidin-2-yloxy)-3-methoxy-3,3-diphenylpropanoate), [OH-].[K+] (potassium hydroxide). Run in CO (methanol), O (water). The product is C(C1=CC=CC=C1)OCC1=NC(=NC(=C1)C)O[C@H](C(=O)O)C(C1=CC=CC=C1)(C1=CC=CC=C1)OC ((S)-2-(4-(Benzyloxymethyl)-6-methylpyrimidin-2-yloxy)-3-methoxy-3,3-diphenylpropanoic acid). Isolated yield 87.9%. RXN SMILES: [CH2:1]([O:8][CH2:9][C:10]1[CH:15]=[C:14]([CH3:16])[N:13]=[C:12]([O:17][C@@H:18]([C:23]([O:36][CH3:37])([C:30]2[CH:35]=[CH:34][CH:33]=[CH:32][CH:31]=2)[C:24]2[CH:29]=[CH:28][CH:27]=[CH:26][CH:25]=2)[C:19]([O:21]C)=[O:20])[N:11]=1)[C:2]1[CH:7]=[CH:6][CH:5]=[CH:4][CH:3]=1.[OH-].[K+]>CO.O>[CH2:1]([O:8][CH2:9][C:10]1[CH:15]=[C:14]([CH3:16])[N:13]=[C:12]([O:17][C@@H:18]([C:23]([O:36][CH3:37])([C:24]2[CH:25]=[CH:26][CH:27]=[CH:28][CH:29]=2)[C:30]2[CH:35]=[CH:34][CH:33]=[CH:32][CH:31]=2)[C:19]([OH:21])=[O:20])[N:11]=1)[C:2]1[CH:7]=[CH:6][CH:5]=[CH:4][CH:3]=1 |f:1.2|. Reported procedure: To a solution of the compound of Example 13 (1.17 g, 2.34 mmol) in methanol (20 mL) is added a solution of potassium hydroxide (0.987 g, 23.4 mmol) in water (10 mL) and the reaction stirred at reflux for 5 hr. The reaction is cooled to room temperature and the methanol removed under reduced pressure on a rotary evaporator. The aqueous residue is washed with ethyl acetate (2×25 mL) and then the pH is adjusted to 2-3 with 2N HCl. The aqueous phase is extracted with ether (2×50 mL) to yield the tit...